This data is from the Open Reaction Database (ORD), a public repository of structured organic reaction records. The task is: describe an organic reaction: reactants, conditions, products, and yield Starting materials: [Br-], CCOCC, Fc1ccc([Mg+])cc1, CC(C)(C)OC(=O)N1CCC(=O)C1. Product: CC(C)(C)OC(=O)N1CCC(O)(c2ccc(F)cc2)C1. RXN SMILES: [Br-:1].[CH3:23][CH2:24][O:25][CH2:26][CH3:27].[F:2][c:3]1[cH:4][cH:5][c:6]([Mg+:9])[cH:7][cH:8]1.[O:10]=[C:11]1[CH2:12][N:13]([C:16](=[O:17])[O:18][C:19]([CH3:20])([CH3:21])[CH3:22])[CH2:14][CH2:15]1>>[F:2][c:3]1[cH:4][cH:5][c:6]([C:11]2([OH:10])[CH2:12][N:13]([C:16](=[O:17])[O:18][C:19]([CH3:20])([CH3:21])[CH3:22])[CH2:14][CH2:15]2)[cH:7][cH:8]1. Reactants: OCC=1C(NC2=CC=CC=C2C1)=O (3-hydroxymethylcarbostyril), Br (hydrobromic acid). Run at time 3 hour. Yields the product BrCC=1C(NC2=CC=CC=C2C1)=O (3-bromomethylcarbostyril). RXN SMILES: O[CH2:2][C:3]1[C:4](=[O:13])[NH:5][C:6]2[C:11]([CH:12]=1)=[CH:10][CH:9]=[CH:8][CH:7]=2.[BrH:14]>>[Br:14][CH2:2][C:3]1[C:4](=[O:13])[NH:5][C:6]2[C:11]([CH:12]=1)=[CH:10][CH:9]=[CH:8][CH:7]=2. Procedure details: To 5 g of 3-hydroxymethylcarbostyril was added 50 ml of 47%-hydrobromic acid and the mixture was stirred at 70°-80° C. for 3 hours. After cooled the reaction mixture, the crystals precipitated were collected by filtration and were recrystallized from methanol to obtain 6 g of 3-bromomethylcarbostyril in the form of colorless needle-like crystals. Reactants: C1(CC1)C=1C=C(C=CC1)B1OC(C(O1)(C)C)(C)C (2-(3-cyclopropyl-phenyl)-4,4,5,5-tetramethyl-[1,3,2]dioxaborolane), ClC=1C=C(N=NC1)CN1C(=NC=C1)C (5-chloro-3-(2-methyl-imidazol-1-yl-methyl)-pyridazine). Product: Cl.C1(CC1)C=1C=C(C=CC1)C=1C=C(N=NC1)CN1C(=NC=C1)C (5-(3-Cyclopropyl-phenyl)-3-(2-methyl-imidazol-1-yl-methyl)-pyridazine hydrochloride). RXN SMILES: [CH:1]1([C:4]2[CH:5]=[C:6](B3OC(C)(C)C(C)(C)O3)[CH:7]=[CH:8][CH:9]=2)[CH2:3][CH2:2]1.[Cl:19][C:20]1[CH:21]=[C:22]([CH2:26][N:27]2[CH:31]=[CH:30][N:29]=[C:28]2[CH3:32])[N:23]=[N:24][CH:25]=1>>[ClH:19].[CH:1]1([C:4]2[CH:5]=[C:6]([C:20]3[CH:21]=[C:22]([CH2:26][N:27]4[CH:31]=[CH:30][N:29]=[C:28]4[CH3:32])[N:23]=[N:24][CH:25]=3)[CH:7]=[CH:8][CH:9]=2)[CH2:2][CH2:3]1 |f:2.3|. Procedure: The title compound, MS: m/e=291.3 (M+H+), was prepared from 2-(3-cyclopropyl-phenyl)-4,4,5,5-tetramethyl-[1,3,2]dioxaborolane and 5-chloro-3-(2-methyl-imidazol-1-yl-methyl)-pyridazine. Starting materials: FC(C(CN1CCOCC1)O)(F)F (1,1,1-trifluoro-3-morpholin-4-yl-propan-2-ol), ClC1=CC=C(C=C1)N=C=O (4-chlorophenyl isocyanate). Reaction conditions: time 90 minute. The product is FC(C(CN1CCOCC1)OC(NC1=CC=C(C=C1)Cl)=O)(F)F ((4-chloro-phenyl)-carbamic acid 2,2,2-trifluoro-1-morpholin-4-ylmethyl-ethyl ester). The yield is 59.1%. RXN SMILES: [F:1][C:2]([F:13])([F:12])[CH:3]([OH:11])[CH2:4][N:5]1[CH2:10][CH2:9][O:8][CH2:7][CH2:6]1.[Cl:14][C:15]1[CH:20]=[CH:19][C:18]([N:21]=[C:22]=[O:23])=[CH:17][CH:16]=1>>[F:13][C:2]([F:1])([F:12])[CH:3]([O:11][C:22](=[O:23])[NH:21][C:18]1[CH:19]=[CH:20][C:15]([Cl:14])=[CH:16][CH:17]=1)[CH2:4][N:5]1[CH2:6][CH2:7][O:8][CH2:9][CH2:10]1. Procedure details: In a round bottomed reaction vessel, under argon, was placed 0.239 g (1.2 mmol) of 1,1,1-trifluoro-3-morpholin-4-yl-propan-2-ol and 0.203 g (1.3 mmol) of 4-chlorophenyl isocyanate. The vessel was capped, set in a bath at 85° C. and stirred. After 90 min, the mixture was cooled. The crude material was purified by chromatography on silica gel, eluting with hexanes-ethyl acetate (90:10), to give 0.250 g (59%) of (4-chloro-phenyl)-carbamic acid 2,2,2-trifluoro-1-morpholin-4-ylmethyl-ethyl ester as a... Reactants: CO[C@]1(O[C@@H](C[C@H](C1)NC(\C=C(/CCC=C)\C)=O)CCCC=C)[C@H]1N(C(SC1)=O)CC1=CC=C(C=C1)OC ((Z)-N-((2R,4R,6R)-2-methoxy-2-((R)-3-(4-methoxybenzyl)-2-oxothiazolidin-4-yl)-6-(pent-4-enyl)-tetrahydro-2H-pyran-4-yl)-3-methylhepta-2,6-dienamide), CO[C@]1(O[C@@H]2CCC\C=C/CC\C(=C/C(O[C@@H](C1)C2)=O)\C)[C@H]2N(C(SC2)=O)CC2=CC=C(C=C2)OC ((R)-4-((1R,4Z,8Z,13R,15R)-15-methoxy-5-methyl-3-oxo-2,14-dioxa-bicyclo[11.3.1]heptadeca-4,8-dien-15-yl)-3-(4-methoxybenzyl)thiazolidin-2-one). Product: O[C@]1(O[C@@H](C[C@H](C1)NC(\C=C(/CCC=C)\C)=O)CCCC=C)[C@H]1NC(SC1)=O ((Z)-N-((2R,4R,6R)-2-Hydroxy-2-((R)-2-oxothiazolidin-4-yl)-6-(pent-4-enyl)-tetrahydro-2H-pyran-4-yl)-3-methylhepta-2,6-dienamide). Reaction SMILES: C[O:2][C@:3]1([C@@H:24]2[CH2:28][S:27][C:26](=[O:29])[N:25]2CC2C=CC(OC)=CC=2)[CH2:8][C@H:7]([NH:9][C:10](=[O:18])/[CH:11]=[C:12](/[CH3:17])\[CH2:13][CH2:14][CH:15]=[CH2:16])[CH2:6][C@@H:5]([CH2:19][CH2:20][CH2:21][CH:22]=[CH2:23])[O:4]1.CO[C@]1([C@@H]2CSC(=O)N2CC2C=CC(OC)=CC=2)C[C@H]2C[C@@H](CCCC=CCCC(C)=CC(=O)O2)O1>>[OH:2][C@:3]1([C@@H:24]2[CH2:28][S:27][C:26](=[O:29])[NH:25]2)[CH2:8][C@H:7]([NH:9][C:10](=[O:18])/[CH:11]=[C:12](/[CH3:17])\[CH2:13][CH2:14][CH:15]=[CH2:16])[CH2:6][C@@H:5]([CH2:19][CH2:20][CH2:21][CH:22]=[CH2:23])[O:4]1. Procedure: Application of the method shown in Example 46, with the modification that (Z)-N-((2R,4R,6R)-2-methoxy-2-((R)-3-(4-methoxybenzyl)-2-oxothiazolidin-4-yl)-6-(pent-4-enyl)-tetrahydro-2H-pyran-4-yl)-3-methylhepta-2,6-dienamide was substituted for (R)-4-((1R,4Z,8Z,13R,15R)-15-methoxy-5-methyl-3-oxo-2,14-dioxa-bicyclo[11.3.1]heptadeca-4,8-dien-15-yl)-3-(4-methoxybenzyl)thiazolidin-2-one, afforded the title compound.